The task is: describe an organic reaction: reactants, conditions, products, and yield. This data is from the Open Reaction Database (ORD), a public repository of structured organic reaction records. Reactants: CCCCCC(=O)NC1=CC=CC=C1 (4-n-butylacetanilide), ice, O (water), [N+](=O)(O)[O-] (nitric acid), [N+](=O)(O)[O-] (nitric acid). The solvent is C(C)(=O)O (acetic acid). Reaction conditions: time 4 hour. Product: [N+](=O)([O-])C(C)CCCC(=O)NC1=CC=CC=C1 (2-nitro-4-n-butyl-acetanilide). RXN SMILES: [CH3:1][CH2:2][CH2:3][CH2:4][CH2:5][C:6]([NH:8][C:9]1[CH:14]=[CH:13][CH:12]=[CH:11][CH:10]=1)=[O:7].[N+:15]([O-])([OH:17])=[O:16].O>C(O)(=O)C>[N+:15]([CH:2]([CH2:3][CH2:4][CH2:5][C:6]([NH:8][C:9]1[CH:14]=[CH:13][CH:12]=[CH:11][CH:10]=1)=[O:7])[CH3:1])([O-:17])=[O:16]. Reported procedure: 2-nitro-4-n-butylaniline intermediate compound 150 g of a 4-n-butyl-aniline were treated with 300 ml of acetic anhydride at 70° C. for 1 hour and then cooled to 10° C. After filtering the solid product on a Buchner funnel and drying at 60° C. under vacuum, 183 g of 4-n-butyl-acetanilide were obtained. 183 g of 4-n-butylacetanilide were dissolved in 300 ml of acetic acid and this solution, cooled at 5°-10° C., was added to a wellstirred mixture obtained by mixing 123 ml of nitric acid at a densit... Starting materials: C1(CCCCC1)C1=CC(=C(C=C1)O)OCC=C (4-cyclohexyl allyloxyphenol), ClC1=C(C=CC=C1)Cl (ortho-dichlorobenzene). Product: C(=CC)C1=C(C=CC(=C1)C1CCCCC1)O (2-propenyl-4-cyclohexylphenol). As a reaction SMILES: [CH:1]1([C:7]2[CH:12]=[CH:11][C:10]([OH:13])=[C:9](OCC=C)[CH:8]=2)[CH2:6][CH2:5][CH2:4][CH2:3][CH2:2]1.Cl[C:19]1[CH:24]=CC=C[C:20]=1Cl>>[CH:20]([C:9]1[CH:8]=[C:7]([CH:1]2[CH2:2][CH2:3][CH2:4][CH2:5][CH2:6]2)[CH:12]=[CH:11][C:10]=1[OH:13])=[CH:19][CH3:24]. Reported procedure: A solution of 4-cyclohexyl allyloxyphenol (12.3 g) in ortho-dichlorobenzene (50 mL) was kept at reflux for 36 h. The mixture was cooled to room temperature and chromatographed over silica gel to afford 2-propenyl-4-cyclohexylphenol (11.0 g). This material was dissolved in methanol (150 mL) and hydrogenated over Pd/C (1.2 g) at 50 psi. The reaction was filtered through Celite and concentrated in vacuo to afford the title compound (11.0 g). The reactants are C(=O)(OCC)C=CC1=C(N=C(N1C)SCC1=CC=C(C=C1)OC)C (5-[2-(carbethoxy)ethenyl]-1,4-dimethyl-2-(4-methoxybenzylthio)imidazole), N(=NC(=O)[O-])C(=O)[O-].[K+].[K+] (potassium azodicarboxylate), C(C)(=O)O (acetic acid). Run in CO (methanol). Product: C(=O)(OCC)CCC1=C(N=C(N1C)SCC1=CC=C(C=C1)OC)C (5-[2-(carbethoxy)ethyl]-1,4-dimethyl-2-(4-methoxybenzylthio)imidazole). RXN SMILES: [C:1]([CH:6]=[CH:7][C:8]1[N:12]([CH3:13])[C:11]([S:14][CH2:15][C:16]2[CH:21]=[CH:20][C:19]([O:22][CH3:23])=[CH:18][CH:17]=2)=[N:10][C:9]=1[CH3:24])([O:3][CH2:4][CH3:5])=[O:2].N(C([O-])=O)=NC([O-])=O.[K+].[K+].C(O)(=O)C>CO>[C:1]([CH2:6][CH2:7][C:8]1[N:12]([CH3:13])[C:11]([S:14][CH2:15][C:16]2[CH:21]=[CH:20][C:19]([O:22][CH3:23])=[CH:18][CH:17]=2)=[N:10][C:9]=1[CH3:24])([O:3][CH2:4][CH3:5])=[O:2] |f:1.2.3|. Reported procedure: A mixture of 5-[2-(carbethoxy)ethenyl]-1,4-dimethyl-2-(4-methoxybenzylthio)imidazole (600 mg, 1.7 mmole) and potassium azodicarboxylate (29 g, 0.17 mole) in methanol (50 ml) was stirred and treated with acetic acid (7 g, 0.12 mole). The mixture was concentrated in vacuo, partitioned between methylene chloride and 5% aqueous sodium carbonate, and the organic phase was concentrated in vacuo. The residue was chromatographed on silica gel eluted with ethyl acetate to give 5-[2-(carbethoxy)ethyl]-1,4... Starting materials: COC1=C(C=C(C(=C1)OC)C=O)C(CC(=O)OC)CCCCC (Methyl 3-(2,4-dimethoxy-5-formylphenyl)octanoate). Solvent: C(C)(=O)OCC.CCCCCC (ethyl acetate hexane). Yields the product COC1=C(C=C(C(=C1)OC)C=O)C(CC(=O)O)CCCCC (3-(2,4-Dimethoxy-5-formylphenyl)octanoic acid). RXN SMILES: [CH3:1][O:2][C:3]1[CH:8]=[C:7]([O:9][CH3:10])[C:6]([CH:11]=[O:12])=[CH:5][C:4]=1[CH:13]([CH2:19][CH2:20][CH2:21][CH2:22][CH3:23])[CH2:14][C:15]([O:17]C)=[O:16]>C(OCC)(=O)C.CCCCCC>[CH3:1][O:2][C:3]1[CH:8]=[C:7]([O:9][CH3:10])[C:6]([CH:11]=[O:12])=[CH:5][C:4]=1[CH:13]([CH2:19][CH2:20][CH2:21][CH2:22][CH3:23])[CH2:14][C:15]([OH:17])=[O:16] |f:1.2|. Procedure: Methyl 3-(2,4-dimethoxy-5-formylphenyl)octanoate [prepared as described in step (ii) above] was hydrolyzed in a similar manner to that described in Preparation 7 to give the title compound as crystals, melting at 110-111.5° C. (from ethyl acetate-hexane). The reactants are CCc1c(-c2cn(-c3cc(C(=O)OC)ccc3C)cn2)cnn1-c1ccccc1, COc1ccc(C(F)(F)F)cc1N. Yields the product CCc1c(-c2cn(-c3cc(C(=O)Nc4cc(C(F)(F)F)ccc4OC)ccc3C)cn2)cnn1-c1ccccc1. Reaction SMILES: [CH3:14][O:15][C:16]([c:17]1[cH:18][c:19](-[n:24]2[cH:25][n:26][c:27](-[c:29]3[cH:30][n:31][n:32](-[c:36]4[cH:37][cH:38][cH:39][cH:40][cH:41]4)[c:33]3[CH2:34][CH3:35])[cH:28]2)[c:20]([CH3:23])[cH:21][cH:22]1)=[O:42].[CH3:1][O:2][c:3]1[c:4]([NH2:13])[cH:5][c:6]([C:9]([F:10])([F:11])[F:12])[cH:7][cH:8]1>>[CH3:1][O:2][c:3]1[c:4]([NH:13][C:16](=[O:15])[c:17]2[cH:18][c:19](-[n:24]3[cH:25][n:26][c:27](-[c:29]4[cH:30][n:31][n:32](-[c:36]5[cH:37][cH:38][cH:39][cH:40][cH:41]5)[c:33]4[CH2:34][CH3:35])[cH:28]3)[c:20]([CH3:23])[cH:21][cH:22]2)[cH:5][c:6]([C:9]([F:10])([F:11])[F:12])[cH:7][cH:8]1.